describe an organic reaction: reactants, conditions, products, and yield From a dataset of the Open Reaction Database (ORD), a public repository of structured organic reaction records. Reactants: O[C@@H]([C@@H](OC1=CC=C(C=C1)B(O)O)C)CCC=1C=NC=CC1 ((1S,2R)-4-(2-Hydroxy-1-methyl-4-pyridin-3-ylbutoxy)benzeneboronic acid), BrC=1C=C(OCC(=O)N)C=CC1 (2-(3-bromophenoxy)acetamide), C([O-])([O-])=O.[Na+].[Na+] (sodium carbonate). Reagents/catalysts: C=1C=CC(=CC1)[P](C=2C=CC=CC2)(C=3C=CC=CC3)[Pd]([P](C=4C=CC=CC4)(C=5C=CC=CC5)C=6C=CC=CC6)([P](C=7C=CC=CC7)(C=8C=CC=CC8)C=9C=CC=CC9)[P](C=1C=CC=CC1)(C=1C=CC=CC1)C=1C=CC=CC1 (tetrakis(triphenylphosphine)palladium(0)). The solvent is C(C)O (ethanol). Run at temperature 90 celsius. Yields the product O[C@@H]([C@H](C)OC1=CC=C(C=C1)C=1C=C(C=CC1)OCC(=O)N)CCC=1C=NC=CC1 ((2S,3R)-3-{4-[3-hydroxy-5-(3-pyridyl)pentan-2-yloxy]phenyl}phenyloxyacetic acid, amide). Isolated yield 68.2%. Reaction SMILES: [OH:1][C@H:2]([CH2:15][CH2:16][C:17]1[CH:18]=[N:19][CH:20]=[CH:21][CH:22]=1)[C@H:3]([CH3:14])[O:4][C:5]1[CH:10]=[CH:9][C:8](B(O)O)=[CH:7][CH:6]=1.Br[C:24]1[CH:25]=[C:26]([CH:32]=[CH:33][CH:34]=1)[O:27][CH2:28][C:29]([NH2:31])=[O:30].C(=O)([O-])[O-].[Na+].[Na+]>C(O)C.C1C=CC([P]([Pd]([P](C2C=CC=CC=2)(C2C=CC=CC=2)C2C=CC=CC=2)([P](C2C=CC=CC=2)(C2C=CC=CC=2)C2C=CC=CC=2)[P](C2C=CC=CC=2)(C2C=CC=CC=2)C2C=CC=CC=2)(C2C=CC=CC=2)C2C=CC=CC=2)=CC=1>[OH:1][C@H:2]([CH2:15][CH2:16][C:17]1[CH:18]=[N:19][CH:20]=[CH:21][CH:22]=1)[C@@H:3]([O:4][C:5]1[CH:10]=[CH:9][C:8]([C:24]2[CH:25]=[C:26]([O:27][CH2:28][C:29]([NH2:31])=[O:30])[CH:32]=[CH:33][CH:34]=2)=[CH:7][CH:6]=1)[CH3:14] |f:2.3.4,^1:47,49,68,87|. Reported procedure: Prepared according to the method described in Example 12b) from (1S,2R)-4-(2-hydroxy-1-methyl-4-pyridin-3-ylbutoxy)benzeneboronic acid (0.150 g, Example 33), 2-(3-bromophenoxy)acetamide (0.230 g), 2M aqueous sodium carbonate (0.50 ml) and tetrakis(triphenylphosphine)palladium(0) (0.025 g) in ethanol (3 ml). The reaction mixture was heated at 90° C. for 4 hours. After cooling, the solution was concentrated under reduced pressure, taken up in ethanol and concentrated again (twice). The residue was... The reactants are CN(C)C=O (DMF), OC1=C(C=C(C=C1)CCC(=O)OCC)C1=C(C=CC(=C1)CCC(=O)OCC)O (2,2'-dihydroxy-5,5'-bis (2-ethoxycarbonylethyl) biphenyl), C(CC1=CC=CC=C1)Br (phenethyl bromide), C1(=CC=CC=C1)C.C(C)(=O)OCC (toluene ethyl acetate), C([O-])([O-])=O.[K+].[K+] (potassium carbonate). The reagents and catalysts are [Cu] (copper). Run in C1(=CC=CC=C1)C (toluene). Yields the product C(CC1=CC=CC=C1)OC1=C(C=C(C=C1)CC(OCC)=C=O)C1=C(C=CC(=C1)CC(OCC)=C=O)O (2-phenethyloxy-2'-hydroxy-5,5'-bis (2-ethoxy-carbonylethyl) biphenyl). The yield is 86.0%. As a reaction SMILES: CN([CH:4]=[O:5])C.[OH:6][C:7]1[CH:12]=[CH:11][C:10]([CH2:13][CH2:14][C:15](OCC)=[O:16])=[CH:9][C:8]=1[C:20]1[CH:25]=[C:24]([CH2:26][CH2:27][C:28]([O:30]CC)=O)[CH:23]=[CH:22][C:21]=1[OH:33].[CH2:34](Br)[CH2:35][C:36]1[CH:41]=[CH:40][CH:39]=[CH:38][CH:37]=1.[C:43](=O)([O-])[O-].[K+].[K+].C1(C)C=CC=CC=1.[C:56](OCC)(=[O:58])[CH3:57]>[Cu].C1(C)C=CC=CC=1>[CH2:34]([O:6][C:7]1[CH:12]=[CH:11][C:10]([CH2:13][C:14](=[C:15]=[O:16])[O:58][CH2:56][CH3:57])=[CH:9][C:8]=1[C:20]1[CH:25]=[C:24]([CH2:26][C:27](=[C:28]=[O:30])[O:5][CH2:4][CH3:43])[CH:23]=[CH:22][C:21]=1[OH:33])[CH2:35][C:36]1[CH:41]=[CH:40][CH:39]=[CH:38][CH:37]=1 |f:3.4.5,6.7|. Reported procedure: To 5 ml of a DMF solution containing 200 mg (0.5181 mmol) of 2,2'-dihydroxy-5,5'-bis (2-ethoxycarbonylethyl) biphenyl and 707.6 μl (5.181 mmol) of phenethyl bromide, there were added 85.8 mg (0.6217 mmol) of anhydrous potassium carbonate and a small amount of copper powder and the resulting mixture was agitated overnight at room temperature. The reaction mixture was filtered by suction through Celite to remove the solid matter and the filtrate was washed with ethyl acetate. After the solvent in ... The reactants are COC(=O)c1ccc(Br)cc1, O=C([O-])[O-], COCCOC, CCO, ClCCl, [Na+], [Na+], O, OB(O)c1cccnc1. Product: COC(=O)c1ccc(-c2cccnc2)cc1. RXN SMILES: [Br:10][c:11]1[cH:12][cH:13][c:14]([C:15](=[O:16])[O:17][CH3:18])[cH:19][cH:20]1.[C:27](=[O:28])([O-:29])[O-:30].[CH3:21][O:22][CH2:23][CH2:24][O:25][CH3:26].[CH3:37][CH2:38][OH:39].[Cl:33][CH2:34][Cl:35].[Na+:31].[Na+:32].[OH2:36].[n:1]1[cH:2][c:3]([B:7]([OH:8])[OH:9])[cH:4][cH:5][cH:6]1>>[n:1]1[cH:2][c:3](-[c:11]2[cH:12][cH:13][c:14]([C:15](=[O:16])[O:17][CH3:18])[cH:19][cH:20]2)[cH:4][cH:5][cH:6]1. Starting materials: ClCCl, Cc1cnc2c(c1)CCCC2O. Product: Cc1cnc2c(c1)CCCC2=O. RXN SMILES: [CH2:13]([Cl:14])[Cl:15].[OH:1][CH:2]1[CH2:3][CH2:4][CH2:5][c:6]2[cH:7][c:8]([CH3:12])[cH:9][n:10][c:11]21>>[O:1]=[C:2]1[CH2:3][CH2:4][CH2:5][c:6]2[cH:7][c:8]([CH3:12])[cH:9][n:10][c:11]21. Reactants: [OH-].[Na+] (sodium hydroxide), CC=1OC(=CC1CN1N=CC(=C1)C(=O)OCC)C1=CC(=CC=C1)C(F)(F)F (ethyl 1-({2-methyl-5-[3-(trifluoromethyl)phenyl]furan-3-yl}methyl)-1H-pyrazole-4-carboxylate), Cl (hydrochloric acid). Run in C(C)O (ethanol). Yields the product CC=1OC(=CC1CN1N=CC(=C1)C(=O)O)C1=CC(=CC=C1)C(F)(F)F (1-({2-methyl-5-[3-(trifluoromethyl)phenyl]furan-3-yl}methyl)-1H-pyrazole-4-carboxylic acid). The yield is 77.1%. As a reaction SMILES: [CH3:1][C:2]1[O:3][C:4]([C:18]2[CH:23]=[CH:22][CH:21]=[C:20]([C:24]([F:27])([F:26])[F:25])[CH:19]=2)=[CH:5][C:6]=1[CH2:7][N:8]1[CH:12]=[C:11]([C:13]([O:15]CC)=[O:14])[CH:10]=[N:9]1.[OH-].[Na+].Cl>C(O)C>[CH3:1][C:2]1[O:3][C:4]([C:18]2[CH:23]=[CH:22][CH:21]=[C:20]([C:24]([F:27])([F:25])[F:26])[CH:19]=2)=[CH:5][C:6]=1[CH2:7][N:8]1[CH:12]=[C:11]([C:13]([OH:15])=[O:14])[CH:10]=[N:9]1 |f:1.2|. Procedure details: The compound (0.35 g) obtained in Example 127c was dissolved in ethanol (3 mL), and 6N aqueous sodium hydroxide solution (0.77 mL) was added. The reaction mixture was heated under reflux for 2 hr, cooled in an ice bath, adjusted to pH 2 with 6N hydrochloric acid, and the mixture was extracted with ethyl acetate. The ethyl acetate layer was dried over magnesium sulfate, concentrated under reduced pressure, and the residue was purified by column chromatography (carrier: silica gel, eluent: dichlor... The reactants are CCOC(=O)n1nc2c(c1NC(=O)c1ccccc1CN1C(=O)c3ccccc3C1=O)CNC2(C)C, CCN(C(C)C)C(C)C, ClCCl, Cl, O=S(=O)(Cl)c1cc(F)cc(F)c1. Product: CCOC(=O)n1nc2c(c1NC(=O)c1ccccc1CN1C(=O)c3ccccc3C1=O)CN(S(=O)(=O)c1cc(F)cc(F)c1)C2(C)C. Reaction SMILES: [CH2:2]([CH3:3])[O:4][C:5](=[O:6])[n:7]1[n:8][c:9]2[c:10]([c:11]1[NH:12][C:13]([c:14]1[c:15]([CH2:20][N:21]3[C:22](=[O:31])[c:23]4[cH:24][cH:25][cH:26][cH:27][c:28]4[C:29]3=[O:30])[cH:16][cH:17][cH:18][cH:19]1)=[O:32])[CH2:33][NH:34][C:35]2([CH3:36])[CH3:37].[CH:38]([N:39]([CH2:40][CH3:41])[CH:42]([CH3:43])[CH3:44])([CH3:45])[CH3:46].[Cl:59][CH2:60][Cl:61].[ClH:1].[F:47][c:48]1[cH:49][c:50]([S:55](=[O:56])(=[O:57])[Cl:58])[cH:51][c:52]([F:54])[cH:53]1>>[CH2:2]([CH3:3])[O:4][C:5](=[O:6])[n:7]1[n:8][c:9]2[c:10]([c:11]1[NH:12][C:13]([c:14]1[c:15]([CH2:20][N:21]3[C:22](=[O:31])[c:23]4[cH:24][cH:25][cH:26][cH:27][c:28]4[C:29]3=[O:30])[cH:16][cH:17][cH:18][cH:19]1)=[O:32])[CH2:33][N:34]([S:55]([c:50]1[cH:49][c:48]([F:47])[cH:53][c:52]([F:54])[cH:51]1)(=[O:56])=[O:57])[C:35]2([CH3:36])[CH3:37].